This data is from the Open Reaction Database (ORD), a public repository of structured organic reaction records. The task is: describe an organic reaction: reactants, conditions, products, and yield The reactants are B1(N2CCC[C@@H]2C(O1)(C3=CC=CC=C3)C4=CC=CC=C4)C ((R)-2-Methyl-CBS-oxazaboro-lidine), Cl (hydrochloric acid), B.C1CCOC1 (borane THF), C1(CC2=CC=CC3=CC=CC1=C23)=O (Acenaphthen-1-one). The solvent is CO (methanol), ClCCl (dichloromethane). Run at temperature -30 celsius, time 45 minute. The product is [C@@H]1(CC2=CC=CC3=CC=CC1=C23)O ((S)-1-acenaphthenol). Isolated yield 20.6%. RXN SMILES: B1(C)[O:8][C:7]([C:15]2[CH:20]=[CH:19][CH:18]=[CH:17]C=2)([C:9]2[CH:14]=[CH:13][CH:12]=[CH:11][CH:10]=2)[C@@H]2N1CCC2.B.C1COCC1.C1(=O)C2=C3C(=CC=C2)C=CC=C3C1.Cl>ClCCl.CO>[C@@H:7]1([OH:8])[C:9]2=[C:10]3[C:11](=[CH:12][CH:13]=[CH:14]2)[CH:17]=[CH:18][CH:19]=[C:20]3[CH2:15]1 |f:1.2|. Procedure: (R)-2-Methyl-CBS-oxazaboro-lidine (50 ml, 1 mol toluene solution) was cooled to −30° C., and a borane-THF complex (250 ml, 1 mol THF solution) was added. The mixture was stirred for 45 min. Acenaphthen-1-one (40 g, 240 mmol) was dissolved in dichloromethane (500 ml) and the solution was added dropwise. The mixture was stirred under cooling (−30° C.) for 2 hr. Then, methanol (80 ml) and 1N-hydrochloric acid (100 ml) were added under ice-cooling, and the mixture was extracted with ethyl acetate. T... Reactants: C1(O)=CC=C(O)C=C1 (hydroquinone), C(C(=C)C)(=O)OCCOCCN(C)C (2-(2-dimethylaminoethoxy)ethyl methacrylate), BrCC (bromoethane). The solvent is CC(=O)C (acetone). Run at time 24 hour. The product is [Br-].C(C(=C)C)(=O)OCCOCC[N+](CC)(C)C (2-(2-Methacryloyloxyethoxy)ethyl-dimethylethylammonium bromide). RXN SMILES: [C:1]([O:6][CH2:7][CH2:8][O:9][CH2:10][CH2:11][N:12]([CH3:14])[CH3:13])(=[O:5])[C:2]([CH3:4])=[CH2:3].C1(C=CC(O)=CC=1)O.[Br:23][CH2:24][CH3:25]>CC(C)=O>[Br-:23].[C:1]([O:6][CH2:7][CH2:8][O:9][CH2:10][CH2:11][N+:12]([CH3:14])([CH3:13])[CH2:24][CH3:25])(=[O:5])[C:2]([CH3:4])=[CH2:3] |f:4.5|. Reported procedure: 2-(2-dimethylaminoethoxy)ethyl methacrylate (8 g) was dissolved in acetone (20 g) and small amounts of hydroquinone (approx. 0.1 g) was added followed by the addition of bromoethane (8 g). The mixture was stirred at room temperature for 24 hours and the solvent was removed under reduced pressure at 25° C. Product was obtained as an amorphous solid. Yield 12.2 g. The reagents and catalysts are [Zn] (Zinc). Reaction SMILES: [NH:1]1[C:9]2[C:4](=[C:5]([C:10]3[CH:11]=[C:12]([CH:16]=[CH:17][CH:18]=3)[C:13]([OH:15])=[O:14])[CH:6]=[CH:7][CH:8]=2)[CH:3]=[CH:2]1.C([OH:21])C.C(O)(=O)C.[Br-].[Br-].[Br-].[NH+]1C=CC=CC=1.[NH+]1C=CC=CC=1.[NH+]1C=CC=CC=1>CC(O)(C)C.[Zn].O>[O:21]=[C:2]1[CH2:3][C:4]2[C:9](=[CH:8][CH:7]=[CH:6][C:5]=2[C:10]2[CH:11]=[C:12]([CH:16]=[CH:17][CH:18]=2)[C:13]([OH:15])=[O:14])[NH:1]1 |f:3.4.5.6.7.8|. Reaction conditions: time 2 hour. Reported procedure: To the suspension of 3-(1H-indol-4-yl)-benzoic acid (7.58 g, 33 mmol) in t-BuOH: ethanol: acetic acid (150 mL: 100 mL: 50 mL) was added pyridinium tribromide (31.66 g, 99 mmol) portionwise. The mixture was stirred at room temperature for 2 hours, and then to the mixture was added with acetic acid (150 mL). Water (4 mL) and Zinc dust (13.07 g, 200 mmol) was added to the reaction mixture portionwise and stirring was continued at room temperature for 2 hours. The solvent was removed under reduced p... The product is O=C1NC2=CC=CC(=C2C1)C=1C=C(C(=O)O)C=CC1 (3-(2-oxo-2,3-dihydro-1H-indol-4-yl)-benzoic acid). Yield: 77.0%. Starting materials: C(C)O (ethanol), C(C)(=O)O (acetic acid), [Br-].[Br-].[Br-].[NH+]1=CC=CC=C1.[NH+]1=CC=CC=C1.[NH+]1=CC=CC=C1 (pyridinium tribromide), C(C)(=O)O (acetic acid), N1C=CC2=C(C=CC=C12)C=1C=C(C(=O)O)C=CC1 (3-(1H-indol-4-yl)-benzoic acid). Run in CC(C)(C)O (t-BuOH), O (Water).